From a dataset of the Open Reaction Database (ORD), a public repository of structured organic reaction records. describe an organic reaction: reactants, conditions, products, and yield The reactants are C1(CC1)C(=C)C1=CC=CC=C1 (α-cyclopropylstyrene), (C5H5)(CO)3MoH, C(F)(F)(F)S(=O)(=O)O (CF3SO3H). Conditions: time 5 minute. Product: C1(CC1)C(C)C1=CC=CC=C1 (α-cyclopropyl-ethylbenzene). Yield: 58.0%. RXN SMILES: [CH:1]1([C:4]([C:6]2[CH:11]=[CH:10][CH:9]=[CH:8][CH:7]=2)=[CH2:5])[CH2:3][CH2:2]1.C(S(O)(=O)=O)(F)(F)F>>[CH:1]1([CH:4]([C:6]2[CH:7]=[CH:8][CH:9]=[CH:10][CH:11]=2)[CH3:5])[CH2:3][CH2:2]1. Procedure: A solution of α-cyclopropylstyrene (5 microliters, 0.033 mmol) and (C5H5)(CO)3MoH (24 mg, 0.097 mmole) in dichloromethane-d2 was treated at room temperature with CF3SO3H (3 microliters, 0.034 mmol). A color change indicated an immediate reaction and an 1H NMR after 5 minutes showed that α-cyclopropyl-ethylbenzene (58% yield) was the major product. This indicates that hydrogenation of the carbon-carbon double bond is favored over cleavage of the cyclopropyl group. Additional CF3SO3H (5 microliter... Reactants: Cl (HCl), CC(C)=C (isobutylene), OS(=O)(=O)O (H2SO4), C1(CCCC1)C=1C=C(C[C@H](N)C(=O)O)C=CC1 (3-cyclopentyl-L-phenylalanine), amine, Cl (HCl). Run in O1CCOCC1 (1,4-dioxane). Yields the product C1(CCCC1)C=1C=C(C[C@H](N)C(=O)OC(C)(C)C)C=CC1 (tert-butyl 3-cyclopentyl-L-phenylalaninate). The yield is 82.0%. RXN SMILES: [CH:1]1([C:6]2[CH:7]=[C:8]([CH:15]=[CH:16][CH:17]=2)[CH2:9][C@@H:10]([C:12]([OH:14])=[O:13])[NH2:11])[CH2:5][CH2:4][CH2:3][CH2:2]1.Cl.[CH3:19][C:20](=[CH2:22])[CH3:21].OS(O)(=O)=O>O1CCOCC1>[CH:1]1([C:6]2[CH:7]=[C:8]([CH:15]=[CH:16][CH:17]=2)[CH2:9][C@@H:10]([C:12]([O:14][C:20]([CH3:22])([CH3:21])[CH3:19])=[O:13])[NH2:11])[CH2:5][CH2:4][CH2:3][CH2:2]1. Procedure: According to example 54, 0.50 g of 3-cyclopentyl-L-phenylalanine.HCl was treated with 25 mL of isobutylene in 20 mL of 1,4-dioxane in the presence of 0.3 mL of conc. H2SO4. Work-up followed by acidification of the free amine with ethereal HCl afforded 0.49 g (82%) of tert-butyl 3-cyclopentyl-L-phenylalaninate.HCl as a white powder, m.p. 154-156° C. Reactants: [BH4-], CO, Cl, [Li+], O=c1c(C2=NS(=O)(=O)c3ccccc3N2)c(O)c2ccccc2n1N=C1CCOCC1, C1CCOC1, O. Product: O=c1c(C2=NS(=O)(=O)c3ccccc3N2)c(O)c2ccccc2n1NC1CCOCC1. As a reaction SMILES: [BH4-:34].[CH3:32][OH:33].[ClH:36].[Li+:35].[O:1]=[S:2]1(=[O:31])[N:3]=[C:4]([c:12]2[c:13](=[O:30])[n:14]([N:23]=[C:24]3[CH2:25][CH2:26][O:27][CH2:28][CH2:29]3)[c:15]3[cH:16][cH:17][cH:18][cH:19][c:20]3[c:21]2[OH:22])[NH:5][c:6]2[c:7]1[cH:8][cH:9][cH:10][cH:11]2.[O:37]1[CH2:38][CH2:39][CH2:40][CH2:41]1.[OH2:42]>>[O:1]=[S:2]1(=[O:31])[N:3]=[C:4]([c:12]2[c:13](=[O:30])[n:14]([NH:23][CH:24]3[CH2:25][CH2:26][O:27][CH2:28][CH2:29]3)[c:15]3[cH:16][cH:17][cH:18][cH:19][c:20]3[c:21]2[OH:22])[NH:5][c:6]2[c:7]1[cH:8][cH:9][cH:10][cH:11]2. Conditions: time 16 hour. Reagents/catalysts: [O-]CC.[Ti+4].[O-]CC.[O-]CC.[O-]CC (titanium (IV) ethoxide). Reactants: O1CCOC12CCC(CC2)C=O (1,4-dioxaspiro[4.5]decane-8-carbaldehyde), CC(C)(C)S(=O)N (racemic 2-methylpropane-2-sulfinamide). Yields the product O1CCOC12CCC(CC2)\C=N\S(=O)C(C)(C)C ((E)-N-(1,4-dioxaspiro[4.5]decan-8-ylmethylene)-2-methylpropane-2-sulfinamide). Solvent: C(C)(=O)OCC (ethyl acetate), C1CCOC1 (THF). As a reaction SMILES: [O:1]1[C:5]2([CH2:10][CH2:9][CH:8]([CH:11]=O)[CH2:7][CH2:6]2)[O:4][CH2:3][CH2:2]1.[CH3:13][C:14]([S:17]([NH2:19])=[O:18])([CH3:16])[CH3:15]>C1COCC1.C(OCC)(=O)C.[O-]CC.[Ti+4].[O-]CC.[O-]CC.[O-]CC>[O:4]1[C:5]2([CH2:6][CH2:7][CH:8](/[CH:11]=[N:19]/[S:17]([C:14]([CH3:16])([CH3:15])[CH3:13])=[O:18])[CH2:9][CH2:10]2)[O:1][CH2:2][CH2:3]1 |f:4.5.6.7.8|. Procedure details: To a solution of 1,4-dioxaspiro[4.5]decane-8-carbaldehyde (6.68 g, 39.2 mmol, prepared as described in Pearson, et al. in J. Org. Chem. 1997, 62(16), 5284-5292), racemic 2-methylpropane-2-sulfinamide (3.50 g, 28.0 mmol), tech grade titanium (IV) ethoxide (14 mL, 67.5 mmol) were dissolved in dry THF (100 mL), placed under an argon atmosphere and stirred at ambient temperature for 16 hours. The next day the reaction mixture was diluted with ethyl acetate and poured onto rapidly stirred ice cold br...